This data is from the Open Reaction Database (ORD), a public repository of structured organic reaction records. The task is: describe an organic reaction: reactants, conditions, products, and yield The reactants are C=O, CC(=O)O, CO, NCCc1csc(Nc2cccnc2)n1. Product: c1cncc(Nc2nc3c(s2)CNCC3)c1. As a reaction SMILES: [CH2:20]=[O:21].[CH3:16][C:17](=[O:18])[OH:19].[CH3:22][OH:23].[n:1]1[cH:2][c:3]([NH:7][c:8]2[s:9][cH:10][c:11]([CH2:13][CH2:14][NH2:15])[n:12]2)[cH:4][cH:5][cH:6]1>>[n:1]1[cH:2][c:3]([NH:7][c:8]2[s:9][c:10]3[c:11]([n:12]2)[CH2:13][CH2:14][NH:15][CH2:16]3)[cH:4][cH:5][cH:6]1. Reaction SMILES: [CH3:1][O:2][C:3]([c:4]1[c:5](-[c:18]2[c:19]([C:24]([F:25])([F:26])[F:27])[cH:20][cH:21][cH:22][cH:23]2)[cH:6][c:7]([CH2:10][O:11][c:12]2[cH:13][n:14][cH:15][cH:16][cH:17]2)[cH:8][cH:9]1)=[O:28].[CH3:31][OH:32].[Li+:30].[OH-:29]>>[O:2]=[C:3]([c:4]1[c:5](-[c:18]2[c:19]([C:24]([F:25])([F:26])[F:27])[cH:20][cH:21][cH:22][cH:23]2)[cH:6][c:7]([CH2:10][O:11][c:12]2[cH:13][n:14][cH:15][cH:16][cH:17]2)[cH:8][cH:9]1)[OH:28]. The reactants are COC(=O)c1ccc(COc2cccnc2)cc1-c1ccccc1C(F)(F)F, CO, [Li+], [OH-]. Product: O=C(O)c1ccc(COc2cccnc2)cc1-c1ccccc1C(F)(F)F. The reactants are C(C)(=O)O[BH-](OC(C)=O)OC(C)=O.[Na+] (Sodium triacetoxyborohydride), C(C)(=O)O (acetic acid), [N+](=O)([O-])C=1N=C2O[C@H](CCN2C1)COC1=CC=C(C=C1)N1CCC(CC1)=O (1-[4-((R)-2-nitro-6,7-dihydro-5H-imidazo[2,1-b][1,3]oxazin-7-ylmethoxy)phenyl]piperidin-4-one), FC(OC1=CC=C(COC2=CC=C(C=C2)N)C=C1)(F)F (4-(4-trifluoromethoxybenzyloxy)phenylamine). Run in ClCCCl (1,2-dichloroethane), C(Cl)Cl (methylene chloride). Run at time 5 day. The product is [N+](=O)([O-])C=1N=C2O[C@H](CCN2C1)COC1=CC=C(C=C1)N1CCC(CC1)NC1=CC=C(C=C1)OCC1=CC=C(C=C1)OC(F)(F)F (N-{1-[4-((R)-2-nitro-6,7-dihydro-5H-imidazo[2,1-b][1,3]oxazin-7-ylmethoxy)phenyl]piperidin-4-yl}-N-[4-(4-trifluoromethoxybenzyloxy)phenyl]amine). The yield is 67.0%. As a reaction SMILES: C(O[BH-](OC(=O)C)OC(=O)C)(=O)C.[Na+].C(O)(=O)C.[N+:19]([C:22]1[N:23]=[C:24]2[N:29]([CH:30]=1)[CH2:28][CH2:27][C@H:26]([CH2:31][O:32][C:33]1[CH:38]=[CH:37][C:36]([N:39]3[CH2:44][CH2:43][C:42](=O)[CH2:41][CH2:40]3)=[CH:35][CH:34]=1)[O:25]2)([O-:21])=[O:20].[F:46][C:47]([F:65])([F:64])[O:48][C:49]1[CH:63]=[CH:62][C:52]([CH2:53][O:54][C:55]2[CH:60]=[CH:59][C:58]([NH2:61])=[CH:57][CH:56]=2)=[CH:51][CH:50]=1>C(Cl)Cl.ClCCCl>[N+:19]([C:22]1[N:23]=[C:24]2[N:29]([CH:30]=1)[CH2:28][CH2:27][C@H:26]([CH2:31][O:32][C:33]1[CH:38]=[CH:37][C:36]([N:39]3[CH2:44][CH2:43][CH:42]([NH:61][C:58]4[CH:57]=[CH:56][C:55]([O:54][CH2:53][C:52]5[CH:62]=[CH:63][C:49]([O:48][C:47]([F:46])([F:64])[F:65])=[CH:50][CH:51]=5)=[CH:60][CH:59]=4)[CH2:41][CH2:40]3)=[CH:35][CH:34]=1)[O:25]2)([O-:21])=[O:20] |f:0.1|. Procedure: Sodium triacetoxyborohydride (0.32 g) and acetic acid (1 ml) were added to a 1,2-dichloroethane solution (8 ml) of 1-[4-((R)-2-nitro-6,7-dihydro-5H-imidazo[2,1-b][1,3]oxazin-7-ylmethoxy)phenyl]piperidin-4-one (0.40 g) and 4-(4-trifluoromethoxybenzyloxy)phenylamine (0.33 g), and the mixture was stirred at room temperature for 5 days. The reaction mixture was diluted with methylene chloride. The result was washed with a potassium carbonate aqueous solution and water in this order, and then dried o... Starting materials: C1(CC1)COC1=C(C=C(C=C1)S(=O)(=O)C)C=1C=C(C(N(C1)C)=O)I (5-[2-(cyclopropylmethoxy)-5-methylsulfonylphenyl]-3-iodo-1-methylpyridin-2-one), CC(C)N1N=CC(=C1)O (1-propan-2-ylpyrazol-4-ol), CC(C)(C(CC(C(C)(C)C)=O)=O)C (2,2,6,6-tetramethyl-3,5-heptanedione), [O-]P(=O)([O-])[O-].[K+].[K+].[K+] (K3PO4). Reagents/catalysts: [Cu]I (CuI). Solvent: CS(=O)C (DMSO). Reaction conditions: temperature 110 celsius. The product is C1(CC1)COC1=C(C=C(C=C1)S(=O)(=O)C)C=1C=C(C(N(C1)C)=O)OC=1C=NN(C1)C(C)C (5-[2-(cyclopropylmethoxy)-5-methylsulfonylphenyl]-1-methyl-3-(1-propan-2-ylpyrazol-4-yl)oxypyridin-2-one). Isolated yield 39.3%. As a reaction SMILES: [CH:1]1([CH2:4][O:5][C:6]2[CH:11]=[CH:10][C:9]([S:12]([CH3:15])(=[O:14])=[O:13])=[CH:8][C:7]=2[C:16]2[CH:17]=[C:18](I)[C:19](=[O:23])[N:20]([CH3:22])[CH:21]=2)[CH2:3][CH2:2]1.[CH3:25][CH:26]([N:28]1[CH:32]=[C:31]([OH:33])[CH:30]=[N:29]1)[CH3:27].CC(C)(C(=O)CC(=O)C(C)(C)C)C.[O-]P([O-])([O-])=O.[K+].[K+].[K+]>CS(C)=O.[Cu]I>[CH:1]1([CH2:4][O:5][C:6]2[CH:11]=[CH:10][C:9]([S:12]([CH3:15])(=[O:14])=[O:13])=[CH:8][C:7]=2[C:16]2[CH:17]=[C:18]([O:33][C:31]3[CH:30]=[N:29][N:28]([CH:26]([CH3:27])[CH3:25])[CH:32]=3)[C:19](=[O:23])[N:20]([CH3:22])[CH:21]=2)[CH2:3][CH2:2]1 |f:3.4.5.6|. Reported procedure: A mixture of 5-[2-(cyclopropylmethoxy)-5-methylsulfonylphenyl]-3-iodo-1-methylpyridin-2-one (91 mg, 0.2 mmol), 1-propan-2-ylpyrazol-4-ol (45 mg, 0.36 mmol), CuI (4 mg, 10%), 2,2,6,6-tetramethyl-3,5-heptanedione (8 uL, 0.04 mmol) and K3PO4 (85 mg, 0.4 mmol) in DMSO (1 mL) was purged with nitrogen for 10 min, capped, and heated to 110° C. for 13 h. After the mixture was filtered through a short bed of celite, the filtrate was concentrated in vacuo and purified by prep-HPLC to afford the title comp... Reactants: O=C([O-])[O-], BrCc1ccccc1, CC(C)(C)OC(=O)NN1CCC(C(=O)O)CC1, CO, [Cs+], [Cs+], O. The product is CC(C)(C)OC(=O)NN1CCC(C(=O)OCc2ccccc2)CC1. Reaction SMILES: [C:18](=[O:19])([O-:20])[O-:21].[CH2:24]([c:25]1[cH:26][cH:27][cH:28][cH:29][cH:30]1)[Br:31].[CH3:1][C:2]([CH3:3])([O:4][C:5](=[O:6])[NH:7][N:8]1[CH2:9][CH2:10][CH:11]([C:14](=[O:15])[OH:16])[CH2:12][CH2:13]1)[CH3:17].[CH3:32][OH:33].[Cs+:22].[Cs+:23].[OH2:34]>>[CH3:1][C:2]([CH3:3])([O:4][C:5](=[O:6])[NH:7][N:8]1[CH2:9][CH2:10][CH:11]([C:14]([O:15][CH2:24][c:25]2[cH:26][cH:27][cH:28][cH:29][cH:30]2)=[O:16])[CH2:12][CH2:13]1)[CH3:17]. Starting materials: C(C=C)OC1(CCN(CC1)C1=C(C(=NC=2N1N=C(C2)CN=[N+]=[N-])C)[C@@H](C(=O)OCC)OC(C)(C)C)C ((S)-ethyl 2-(7-(4-(allyloxy)-4-methylpiperidin-1-yl)-2-(azidomethyl)-5-methylpyrazolo[1,5-a]pyrimidin-6-yl)-2-(tert-butoxy)acetate), C(C#C)O (propargyl alcohol), CCN(C(C)C)C(C)C (DIEA). The reagents and catalysts are [Cu]I (CuI). Solvent: C1CCOC1 (THF), CCOCC (Et2O). Run at time 22 hour. The product is C(C=C)OC1(CCN(CC1)C1=C(C(=NC=2N1N=C(C2)CN2N=NC(=C2)CO)C)[C@@H](C(=O)OCC)OC(C)(C)C)C ((S)-ethyl 2-(7-(4-(allyloxy)-4-methylpiperidin-1-yl)-2-((4-(hydroxymethyl)-1H-1,2,3-triazol-1-yl)methyl)-5-methylpyrazolo[1,5-a]pyrimidin-6-yl)-2-(tert-butoxy)acetate). Reaction SMILES: [CH2:1]([O:4][C:5]1([CH3:36])[CH2:10][CH2:9][N:8]([C:11]2[N:16]3[N:17]=[C:18]([CH2:20][N:21]=[N+:22]=[N-:23])[CH:19]=[C:15]3[N:14]=[C:13]([CH3:24])[C:12]=2[C@H:25]([O:31][C:32]([CH3:35])([CH3:34])[CH3:33])[C:26]([O:28][CH2:29][CH3:30])=[O:27])[CH2:7][CH2:6]1)[CH:2]=[CH2:3].[CH2:37]([OH:40])[C:38]#[CH:39].CCN(C(C)C)C(C)C>C1COCC1.CCOCC.[Cu]I>[CH2:1]([O:4][C:5]1([CH3:36])[CH2:10][CH2:9][N:8]([C:11]2[N:16]3[N:17]=[C:18]([CH2:20][N:21]4[CH:39]=[C:38]([CH2:37][OH:40])[N:23]=[N:22]4)[CH:19]=[C:15]3[N:14]=[C:13]([CH3:24])[C:12]=2[C@H:25]([O:31][C:32]([CH3:35])([CH3:34])[CH3:33])[C:26]([O:28][CH2:29][CH3:30])=[O:27])[CH2:7][CH2:6]1)[CH:2]=[CH2:3]. Procedure: To a stirred colorless clear solution of (S)-ethyl 2-(7-(4-(allyloxy)-4-methylpiperidin-1-yl)-2-(azidomethyl)-5-methylpyrazolo[1,5-a]pyrimidin-6-yl)-2-(tert-butoxy)acetate (0.049 g, 0.098 mmol), propargyl alcohol (0.029 ml, 0.490 mmol) and DIEA (0.086 ml, 0.490 mmol) in THF (2 mL) was added CuI (0.037 g, 0.196 mmol) at rt. The resulting turbid yellow reaction mixture stirred for 22 h and diluted with Et2O (50 mL), washed with 1% aq NH4OH (2×10 mL), brine (10 mL), dried (MgSO4), filtered and conc... The reactants are C(C1=CC=CC=C1)OC=1C(=NC(=C2C=CC=NC12)N1CCN(CC1)CCCCNC(=O)OC(C)(C)C)C(=O)OC (Methyl 8-(benzyloxy)-5-(4-(4-(tert-butoxycarbonylamino)butyl)-piperazin-1-yl)-1,6-naphthyridine-7-carboxylate), CO (methanol), [OH-].[Na+] (sodium hydroxide). Run in O (water). Conditions: time 4 hour. Yields the product C(C1=CC=CC=C1)OC=1C(=NC(=C2C=CC=NC12)N1CCN(CC1)CCCCNC(=O)OC(C)(C)C)C(=O)O (8-(Benzyloxy)-5-(4-(4-(tert-butoxycarbonylamino)butyl)piperazin-1-yl)-1,6-naphthyridine-7-carboxylic acid). The yield is 62.2%. Reaction SMILES: [CH2:1]([O:8][C:9]1[C:10]([C:37]([O:39]C)=[O:38])=[N:11][C:12]([N:19]2[CH2:24][CH2:23][N:22]([CH2:25][CH2:26][CH2:27][CH2:28][NH:29][C:30]([O:32][C:33]([CH3:36])([CH3:35])[CH3:34])=[O:31])[CH2:21][CH2:20]2)=[C:13]2[C:18]=1[N:17]=[CH:16][CH:15]=[CH:14]2)[C:2]1[CH:7]=[CH:6][CH:5]=[CH:4][CH:3]=1.CO.[OH-].[Na+]>O>[CH2:1]([O:8][C:9]1[C:10]([C:37]([OH:39])=[O:38])=[N:11][C:12]([N:19]2[CH2:20][CH2:21][N:22]([CH2:25][CH2:26][CH2:27][CH2:28][NH:29][C:30]([O:32][C:33]([CH3:34])([CH3:35])[CH3:36])=[O:31])[CH2:23][CH2:24]2)=[C:13]2[C:18]=1[N:17]=[CH:16][CH:15]=[CH:14]2)[C:2]1[CH:7]=[CH:6][CH:5]=[CH:4][CH:3]=1 |f:2.3|. Reported procedure: To a solution of methyl 8-(benzyloxy)-5-(4-(4-(tert-butoxycarbonylamino)butyl)-piperazin-1-yl)-1,6-naphthyridine-7-carboxylate (Example 4.1; 1.2 mmol) in a mixtire of methanol (2.5 ml) and water (2.5 ml) was added sodium hydroxide (2.5 mmol). The reaction mixture was stied at r.t. for 4 hr. The mixture was quenched with water and 2N HCl until pH=6 was reached. The mixture was extracted with AcOEt (2×). The organic layer was dried (MgSO4), and filtered to afford a solid (400 mg), that was used as... Reactants: C1(CCCCC1)C(=O)C1=CC=C(C=C1)OCOC (Cyclohexyl[4-(methoxymethoxy)phenyl]methanone), C(CCC)[Li] (n-Butyllithium), BrC1=CC(=C(C=C1)C1OCCO1)F (2-(4-Bromo-2-fluorophenyl)-1,3-dioxolane), O (Water). Run in C1CCOC1 (THF), C1CCOC1 (THF). Reaction conditions: time 20 minute. Yields the product C1(CCCCC1)=C(C1=CC(=C(C=O)C=C1)F)C1=CC=C(C=C1)O (4-[Cyclohexylidene(4-hydroxyphenyl)methyl]-2-fluorobenzaldehyde). Isolated yield 34.8%. Reaction SMILES: C([Li])CCC.Br[C:7]1[CH:12]=[CH:11][C:10]([CH:13]2[O:17]CCO2)=[C:9]([F:18])[CH:8]=1.[CH:19]1([C:25]([C:27]2[CH:32]=[CH:31][C:30]([O:33]COC)=[CH:29][CH:28]=2)=O)[CH2:24][CH2:23][CH2:22][CH2:21][CH2:20]1.O>C1COCC1>[C:19]1(=[C:25]([C:27]2[CH:28]=[CH:29][C:30]([OH:33])=[CH:31][CH:32]=2)[C:7]2[CH:12]=[CH:11][C:10]([CH:13]=[O:17])=[C:9]([F:18])[CH:8]=2)[CH2:20][CH2:21][CH2:22][CH2:23][CH2:24]1. Procedure details: n-Butyllithium (1.6 M in hexanes, 1.33 mL, 2.13 mmol) was added dropwise to 88 (503 mg, 2.04 mmol) dissolved in anhydrous THF (25 mL) at−78° C. The reaction mixture was stirred for 20 min and 87 (460 mg, 1.85 mmol), dissolved in THF (25 mL), was added dropwise. The mixture was warmed slowly to RT and stirred overnight. Water (150 mL) was added and the mixture was extracted with ether (3×100 mL). The combined ethereal extracts were washed with water (200 mL), brine (200 mL), dried (MgSO4), and co... Starting materials: CC(C)(C)CCc1ccc(CNC(=O)OC(C)(C)C)cc1, CO, Cl, C1COCCO1. Product: CC(C)(C)CCc1ccc(CN)cc1. RXN SMILES: [C:2]([O:3][C:4](=[O:5])[NH:9][CH2:10][c:11]1[cH:12][cH:13][c:14]([CH2:17][CH2:18][C:19]([CH3:20])([CH3:21])[CH3:22])[cH:15][cH:16]1)([CH3:6])([CH3:7])[CH3:8].[CH3:29][OH:30].[ClH:1].[O:23]1[CH2:24][CH2:25][O:26][CH2:27][CH2:28]1>>[NH2:9][CH2:10][c:11]1[cH:12][cH:13][c:14]([CH2:17][CH2:18][C:19]([CH3:20])([CH3:21])[CH3:22])[cH:15][cH:16]1. Reactants: N1CCC(CC1)N1C(NC2=CC=CC=C2C1)=O (3-piperidin-4-yl-3,4-dihydro-1H-quinazolin-2-one), CC=1C=C(C=CC1C)CC(CC(=O)O)(C(=O)OCC)C(=O)OCC (4-(3,4-dimethyl-phenyl)-3,3-bis-ethoxycarbonyl-butanoic acid), CN(C)C(=[N+](C)C)ON1C2=C(C=CC=C2)N=N1.[B-](F)(F)(F)F (TBTU), C=1C=CC2=C(C1)N=NN2O (HOBt), C(C)N(C(C)C)C(C)C (ethyldiisopropylamine). Run in O (water), C1CCOC1 (THF). Reaction conditions: time 15 minute. Product: CC=1C=C(CC(C(=O)OCC)(C(=O)OCC)CC(N2CCC(CC2)N2C(NC3=CC=CC=C3C2)=O)=O)C=CC1C (diethyl 2-(3,4-dimethyl-benzyl)-2-{2-oxo-2-[4-(2-oxo-1,4-dihydro-2H-quinazolin-3-yl)-piperidin-1-yl]-ethyl}-malonate). As a reaction SMILES: [CH3:1][C:2]1[CH:3]=[C:4]([CH2:9][C:10]([C:20]([O:22][CH2:23][CH3:24])=[O:21])([C:15]([O:17][CH2:18][CH3:19])=[O:16])[CH2:11][C:12](O)=[O:13])[CH:5]=[CH:6][C:7]=1[CH3:8].CN(C(ON1N=NC2C=CC=CC1=2)=[N+](C)C)C.[B-](F)(F)(F)F.C1C=CC2N(O)N=NC=2C=1.C(N(C(C)C)C(C)C)C.[NH:66]1[CH2:71][CH2:70][CH:69]([N:72]2[CH2:81][C:80]3[C:75](=[CH:76][CH:77]=[CH:78][CH:79]=3)[NH:74][C:73]2=[O:82])[CH2:68][CH2:67]1>O.C1COCC1>[CH3:1][C:2]1[CH:3]=[C:4]([CH:5]=[CH:6][C:7]=1[CH3:8])[CH2:9][C:10]([CH2:11][C:12](=[O:13])[N:66]1[CH2:67][CH2:68][CH:69]([N:72]2[CH2:81][C:80]3[C:75](=[CH:76][CH:77]=[CH:78][CH:79]=3)[NH:74][C:73]2=[O:82])[CH2:70][CH2:71]1)([C:20]([O:22][CH2:23][CH3:24])=[O:21])[C:15]([O:17][CH2:18][CH3:19])=[O:16] |f:1.2|. Procedure: A mixture of 10.0 g (29.7 mmol) 4-(3,4-dimethyl-phenyl)-3,3-bis-ethoxycarbonyl-butanoic acid, 10.5 g (32.7 mmol) TBTU, 4.2 g (30.5 mmol) HOBt, 5.8 mL (32.4 mmol) ethyldiisopropylamine, 270 mL THF and 30 mL water was stirred for 15 min at RT and then combined with 7.6 g (32.9 mmol) 3-piperidin-4-yl-3,4-dihydro-1H-quinazolin-2-one. The reaction mixture was stirred for 5 h at RT and evaporated down under reduced pressure. The residue was stirred with 150 mL saturated NaHCO3 solution, suction filter...